From a dataset of the Open Reaction Database (ORD), a public repository of structured organic reaction records. describe an organic reaction: reactants, conditions, products, and yield RXN SMILES: [CH2:1]([O:2][C:3](=[O:4])[NH:11][CH:12]1[CH:13]([O:31][CH3:32])[CH2:14][N:15]([c:18]2[o:19][c:20]([CH3:30])[c:21]([C:23](=[O:24])[O:25][CH2:26][CH2:27][CH2:28][CH3:29])[n:22]2)[CH2:16][CH2:17]1)[c:5]1[cH:6][cH:7][cH:8][cH:9][cH:10]1.[CH3:33][CH2:34][O:35][C:36](=[O:37])[CH3:38]>>[NH2:11][CH:12]1[CH:13]([O:31][CH3:32])[CH2:14][N:15]([c:18]2[o:19][c:20]([CH3:30])[c:21]([C:23](=[O:24])[O:25][CH2:26][CH2:27][CH2:28][CH3:29])[n:22]2)[CH2:16][CH2:17]1. The reactants are CCCCOC(=O)c1nc(N2CCC(NC(=O)OCc3ccccc3)C(OC)C2)oc1C, CCOC(C)=O. Yields the product CCCCOC(=O)c1nc(N2CCC(N)C(OC)C2)oc1C.